From a dataset of the Open Reaction Database (ORD), a public repository of structured organic reaction records. describe an organic reaction: reactants, conditions, products, and yield The reactants are C(C1=CC=CC=C1)OC(=O)N1CC=2N(CC1)C(=C(N2)C(=O)O)C (7-(benzyloxycarbony)-3-methy-5,6,7,8-tetrahydroimidazo[1,2-a] pyrazine-2-carboxylic acid), C(C(=O)Cl)(=O)Cl (oxalyl chloride), ClC=1C=C(/C(/N)=N\O)C=CC1OC(C)C ((E)-3-chloro-N′-hydroxy-4-isopropoxybenzimidamide), C(C)(=O)Cl (acetyl chloride). Solvent: C(Cl)Cl (DCM), CN(C)C=O (DMF), N1=CC=CC=C1 (pyridine). Run at temperature 115 celsius, time 1 hour. Product: C(C1=CC=CC=C1)OC(=O)N1CC=2N(CC1)C(=C(N2)C2=NC(=NO2)C2=CC(=C(C=C2)OC(C)C)Cl)C (2-[3-(3-Chloro-4-isopropoxy -phenyl)-[1,2,4] oxadiazol-5-yl] -3-methyl-5,6-dihydro-8H-imidazo[1,2-a] pyrazine-7-carboxylic acid benzyl ester). Isolated yield 29.0%. RXN SMILES: [CH2:1]([O:8][C:9]([N:11]1[CH2:16][CH2:15][N:14]2[C:17]([CH3:23])=[C:18]([C:20](O)=O)[N:19]=[C:13]2[CH2:12]1)=[O:10])[C:2]1[CH:7]=[CH:6][CH:5]=[CH:4][CH:3]=1.C(Cl)(=O)C(Cl)=O.[Cl:30][C:31]1[CH:32]=[C:33]([CH:38]=[CH:39][C:40]=1[O:41][CH:42]([CH3:44])[CH3:43])/[C:34](=[N:36]\[OH:37])/[NH2:35].C(Cl)(=O)C>C(Cl)Cl.N1C=CC=CC=1.CN(C=O)C>[CH2:1]([O:8][C:9]([N:11]1[CH2:16][CH2:15][N:14]2[C:17]([CH3:23])=[C:18]([C:20]3[O:37][N:36]=[C:34]([C:33]4[CH:38]=[CH:39][C:40]([O:41][CH:42]([CH3:44])[CH3:43])=[C:31]([Cl:30])[CH:32]=4)[N:35]=3)[N:19]=[C:13]2[CH2:12]1)=[O:10])[C:2]1[CH:3]=[CH:4][CH:5]=[CH:6][CH:7]=1. Reported procedure: To a solution of 7-(benzyloxycarbony)-3-methy-5,6,7,8-tetrahydroimidazo[1,2-a] pyrazine-2-carboxylic acid (370 mg, 1.173 mmol) in DCM (10m1) was added oxalyl chloride (2.054 ml, 23.47 mmol) and DMF (5 uL). The reaction was stirred for one hour and concentrated. A solution of (E)-3-chloro-N′-hydroxy-4-isopropoxybenzimidamide (268 mg, 1.173 mmol) in pyridine (10.00 ml) was added and the reaction was stirred at room temperature for 30 minutes. The reaction was treated with acetyl chloride (0.092 ml... Starting materials: N1CCCCC1 (Piperidine), C(#N)CC(=O)N (2-cyanoacetamide), [N+](=O)([O-])C1=CC(=C(C=C1C=O)OC)OC (6-nitroveratraldehyde). Run in CO (methanol). Yields the product C(#N)C(C(=O)N)=CC1=C(C=C(C(=C1)OC)OC)[N+](=O)[O-] (α-Cyano -β-(2-Nitro-4,5-Dimethoxyphenyl)Acrylamide). As a reaction SMILES: N1CCCCC1.[C:7]([CH2:9][C:10]([NH2:12])=[O:11])#[N:8].[N+:13]([C:16]1[C:21]([CH:22]=O)=[CH:20][C:19]([O:24][CH3:25])=[C:18]([O:26][CH3:27])[CH:17]=1)([O-:15])=[O:14]>CO>[C:7]([C:9](=[CH:22][C:21]1[CH:20]=[C:19]([O:24][CH3:25])[C:18]([O:26][CH3:27])=[CH:17][C:16]=1[N+:13]([O-:15])=[O:14])[C:10]([NH2:12])=[O:11])#[N:8]. Reported procedure: Piperidine (2.1 g., 0.0237 mole) and 2-cyanoacetamide (22.0 g., 0.263 mole) are added to a slurry of 6-nitroveratraldehyde (50.0 g., 0.237 mole) in methanol (500 ml.). The mixture is heated to reflux for 2 hours, and then cooled in an ice bath and filtered. The bright yellow filter cake is washed with cold isopropanol (300 ml.) and then air dried. Yield = 60.1 g. (93%); m.p. 265°-266° C.